Dataset: the Open Reaction Database (ORD), a public repository of structured organic reaction records. Task: describe an organic reaction: reactants, conditions, products, and yield Starting materials: [Br-], CC(Cl)[Si](Cl)(Cl)Cl, Fc1ccc([Mg+])cc1. The product is CC(Cl)[Si](Cl)(Cl)c1ccc(F)cc1. Reaction SMILES: [Br-:8].[Cl:1][CH:2]([CH3:3])[Si:4]([Cl:5])([Cl:6])[Cl:7].[F:9][c:10]1[cH:11][cH:12][c:13]([Mg+:16])[cH:14][cH:15]1>>[Cl:1][CH:2]([CH3:3])[Si:4]([Cl:5])([Cl:7])[c:13]1[cH:12][cH:11][c:10]([F:9])[cH:15][cH:14]1. Reactants: FC=1C=C(C=CC1I)C(C(=O)OCC)C (ethyl 2-(3-fluoro-4-iodophenyl)propanoate), CN(C)C=O (DMF). The reagents and catalysts are [C-]#N.[C-]#N.[Zn+2] (Zn(CN)2), C=1C=CC(=CC1)[P](C=2C=CC=CC2)(C=3C=CC=CC3)[Pd]([P](C=4C=CC=CC4)(C=5C=CC=CC5)C=6C=CC=CC6)([P](C=7C=CC=CC7)(C=8C=CC=CC8)C=9C=CC=CC9)[P](C=1C=CC=CC1)(C=1C=CC=CC1)C=1C=CC=CC1 (Pd(PPh3)4). Yields the product C(#N)C1=C(C=C(C=C1)C(C(=O)OCC)C)F (ethyl 2-(4-cyano-3-fluorophenyl)propanoate). Yield: 66.0%. Reaction SMILES: [F:1][C:2]1[CH:3]=[C:4]([CH:9]([CH3:15])[C:10]([O:12][CH2:13][CH3:14])=[O:11])[CH:5]=[CH:6][C:7]=1I.[CH3:16][N:17](C=O)C>[C-]#N.[C-]#N.[Zn+2].C1C=CC([P]([Pd]([P](C2C=CC=CC=2)(C2C=CC=CC=2)C2C=CC=CC=2)([P](C2C=CC=CC=2)(C2C=CC=CC=2)C2C=CC=CC=2)[P](C2C=CC=CC=2)(C2C=CC=CC=2)C2C=CC=CC=2)(C2C=CC=CC=2)C2C=CC=CC=2)=CC=1>[C:16]([C:7]1[CH:6]=[CH:5][C:4]([CH:9]([CH3:15])[C:10]([O:12][CH2:13][CH3:14])=[O:11])=[CH:3][C:2]=1[F:1])#[N:17] |f:2.3.4,^1:29,31,50,69|. Procedure details: To a solution of ethyl 2-(3-fluoro-4-iodophenyl)propanoate (1.15 g, 3.570 mmol) in DMF was added Zn(CN)2 (629 mg, 5.355 mmol) and Pd(PPh3)4 (825 mg, 0.714 mmol). The reaction mixture was refluxed for 8 hours and then cooled to room temperature. The mixture was filtered through a plug of Celite and concentrated. The residue was diluted with EtOAc and washed with 10% HCl solution. The organic layer was dried over MgSO4 and concentrated. The residue was purified by column chromatography to afford t... Reactants: C1=CC(=C[N+](=C1)[C@H]2[C@@H]([C@@H]([C@H](O2)COP(=O)(O)OP(=O)(O)OC[C@@H]3[C@H]([C@H]([C@@H](O3)N4C=NC5=C4N=CN=C5N)OP(=O)(O)O)O)O)O)C(=O)N (NADP), glucose-6, C([C@@H]1[C@H]([C@@H]([C@H](C(O1)O)O)O)O)OP(=O)(O)O (G6P), [Mg+2].[Cl-].[Cl-] (MgCl2), C([C@@H]1[C@H]([C@@H]([C@H](C(O1)O)O)O)O)OP(=O)(O)O (G6P). Conditions: temperature 37 celsius. Yields the product C=1N=C(C2=C(N1)N(C=N2)[C@H]3[C@@H]([C@@H]([C@H](O3)COP(=O)(O)OP(=O)(O)OC[C@@H]4[C@H]([C@H]([C@@H](O4)N5C=CCC(=C5)C(=O)N)O)O)O)OP(=O)(O)O)N (NADPH). RXN SMILES: [CH:1]1[CH:6]=[N+:5]([C@@H:7]2[O:11][C@H:10]([CH2:12][O:13][P:14]([O:17][P:18]([O:21][CH2:22][C@H:23]3[O:27][C@@H:26]([N:28]4[C:32]5[N:33]=[CH:34][N:35]=[C:36]([NH2:37])[C:31]=5[N:30]=[CH:29]4)[C@H:25]([O:38][P:39]([OH:42])([OH:41])=[O:40])[C@@H:24]3[OH:43])([OH:20])=[O:19])([OH:16])=[O:15])[C@@H:9]([OH:44])[C@H:8]2[OH:45])[CH:4]=[C:3]([C:46]([NH2:48])=[O:47])[CH:2]=1.C(OP(O)(O)=O)[C@H]1OC(O)[C@H](O)[C@@H](O)[C@@H]1O.[Mg+2].[Cl-].[Cl-]>>[CH:34]1[N:35]=[C:36]([NH2:37])[C:31]2[N:30]=[CH:29][N:28]([C@@H:26]3[O:27][C@H:23]([CH2:22][O:21][P:18]([O:17][P:14]([O:13][CH2:12][C@H:10]4[O:11][C@@H:7]([N:5]5[CH:4]=[C:3]([C:46]([NH2:48])=[O:47])[CH2:2][CH:1]=[CH:6]5)[C@H:8]([OH:45])[C@@H:9]4[OH:44])([OH:16])=[O:15])([OH:20])=[O:19])[C@@H:24]([OH:43])[C@H:25]3[O:38][P:39]([OH:42])([OH:41])=[O:40])[C:32]=2[N:33]=1 |f:2.3.4|. Reported procedure: An NADPH production system was prepared by mixing 42 mg of NADP, 5 ml of 100 mM glucose-6-phosphatase (G6P) and 5 ml of 100 mM MgCl2, and adding 57 μl of G6P dehydrogenase (about 1750 U/5 mg/ml) to the mixture. This was heated at 37° C. for 5 minutes and then ice-cooled until its use. Reactants: [Si](C1=CC=CC=C1)(C1=CC=CC=C1)(C(C)(C)C)OCC[C@@H](C)OC1=C(C=CC=C1)C1=CC(=C(C=C1)C(=O)OCC1=CC=CC=C1)F (benzyl 2′-{[(1R)-3-{[tert-butyl(diphenyl)silyl]oxy}-1-methylpropyl]oxy}-3-fluorobiphenyl-4-carboxylate). The reagents and catalysts are [C+4].[OH-].[Pd+2].[OH-].[OH-].[OH-].[OH-].[OH-] (palladium hydroxide carbon). Solvent: O1CCCC1 (tetrahydrofuran). Product: [Si](C1=CC=CC=C1)(C1=CC=CC=C1)(C(C)(C)C)OCC[C@@H](C)OC1=C(C=CC=C1)C1=CC(=C(C=C1)C(=O)O)F (2′-{[(1R)-3-{[tert-butyl(diphenyl)silyl]oxy}-1-methylpropyl]oxy}-3-fluorobiphenyl-4-carboxylic acid). The yield is 68.5%. RXN SMILES: [Si:1]([O:18][CH2:19][CH2:20][C@H:21]([O:23][C:24]1[CH:29]=[CH:28][CH:27]=[CH:26][C:25]=1[C:30]1[CH:35]=[CH:34][C:33]([C:36]([O:38]CC2C=CC=CC=2)=[O:37])=[C:32]([F:46])[CH:31]=1)[CH3:22])([C:14]([CH3:17])([CH3:16])[CH3:15])([C:8]1[CH:13]=[CH:12][CH:11]=[CH:10][CH:9]=1)[C:2]1[CH:7]=[CH:6][CH:5]=[CH:4][CH:3]=1>[C+4].[OH-].[Pd+2].[OH-].[OH-].[OH-].[OH-].[OH-].O1CCCC1>[Si:1]([O:18][CH2:19][CH2:20][C@H:21]([O:23][C:24]1[CH:29]=[CH:28][CH:27]=[CH:26][C:25]=1[C:30]1[CH:35]=[CH:34][C:33]([C:36]([OH:38])=[O:37])=[C:32]([F:46])[CH:31]=1)[CH3:22])([C:14]([CH3:16])([CH3:17])[CH3:15])([C:8]1[CH:13]=[CH:12][CH:11]=[CH:10][CH:9]=1)[C:2]1[CH:3]=[CH:4][CH:5]=[CH:6][CH:7]=1 |f:1.2.3.4.5.6.7.8|. Reported procedure: Under a hydrogen atmosphere, a tetrahydrofuran suspension (45 ml) of benzyl 2′-{[(1R)-3-{[tert-butyl(diphenyl)silyl]oxy}-1-methylpropyl]oxy}-3-fluorobiphenyl-4-carboxylate (2.23 g) and 20% palladium hydroxide carbon (2.23 g) was stirred at room temperature overnight. The reaction solution was filtered through Celite, and washed with methanol, and the filtrate was concentrated under reduced pressure. The residue was dried to afford 2′-{[(1R)-3-{[tert-butyl(diphenyl)silyl]oxy}-1-methylpropyl]oxy}-... Starting materials: B, CO, O=Cc1ccccc1, Nc1ccc(OCCO)c(N)c1, C1CCOC1, C1CCOC1. Product: Nc1cc(NCc2ccccc2)ccc1OCCO. Reaction SMILES: [BH3:26].[CH3:27][OH:28].[CH:13](=[O:14])[c:15]1[cH:16][cH:17][cH:18][cH:19][cH:20]1.[NH2:1][c:2]1[c:3]([O:4][CH2:5][CH2:6][OH:7])[cH:8][cH:9][c:10]([NH2:12])[cH:11]1.[O:21]1[CH2:22][CH2:23][CH2:24][CH2:25]1.[O:29]1[CH2:30][CH2:31][CH2:32][CH2:33]1>>[NH2:1][c:2]1[c:3]([O:4][CH2:5][CH2:6][OH:7])[cH:8][cH:9][c:10]([NH:12][CH2:13][c:15]2[cH:16][cH:17][cH:18][cH:19][cH:20]2)[cH:11]1. Starting materials: Cl (HCl), O1C(CC=CC2=C1C=CC=C2)=O (1-benzoxepin-2-one), C[Mg]Br (methyl magnesium bromide), CCOCC (ether), CCOCC (ether). Solvent: O (water). Conditions: temperature 0 celsius, time 1 hour. Yields the product OC1=C(C=CC=C1)CCCC(C)(O)C (5-(o-hydroxyphenyl)-2-methyl-2-pentanol). As a reaction SMILES: [O:1]1[C:7]2[CH:8]=[CH:9][CH:10]=[CH:11][C:6]=2[CH:5]=[CH:4][CH2:3]C1=O.[CH3:13][Mg]Br.Cl.CC[O:19][CH2:20][CH3:21]>O>[OH:1][C:7]1[CH:8]=[CH:9][CH:10]=[CH:11][C:6]=1[CH2:5][CH2:4][CH2:3][C:20]([CH3:21])([OH:19])[CH3:13]. Procedure details: To a solution of 5 g (31 mmol) of 1-benzoxepin-2-one in 50 ml of ether is added dropwise a solution of 62 mmol (2 eq) of methyl magnesium bromide in ether at 0° C. After addition is completed the reaction mixture is stirred 1 hour at 0° C. and acidified slowly at 0° C. with 1N HCl (20 ml). The reaction mixture is then diluted with water and extracted with ether. The combined organic extracts are dried (MgSO4), filtered and concentracted to obtain 5-(o-hydroxyphenyl)-2-methyl-2-pentanol as a colo... The reactants are C(C)NC1=C(C=C(NC(CN2CCOCC2)=O)C=C1)[N+](=O)[O-] (4′-ethylamino-2-(morpholin-4-yl)-3′-nitroacetanilide), C1(=CC=C(C=C1)S(=O)(=O)[O-])C.C(C1=CC=CC=C1)N1[CH2+](SC(C1=O)=C1SC2=C(N1C)C=CC=C2)SC (3-benzyl-5-(3-methyl-3H-benzothiazol-2-ylidene)-2-methylthio-4-oxo-2-thiazolium p-toluenesulfonate). Product: C(C1=CC=CC=C1)N1C(SC(C1=O)=C1SC2=C(N1C)C=CC=C2)=NC=2C=C(C=CC2NCC)NC(CN2CCOCC2)=O (N-{3-[3-benzyl-5-(3-methyl-3H-benzothiazol-2-ylidene)-4-oxothiazolidin-2-ylideneamino]-4-ethylaminophenyl}-2-morpholin-4-ylacetamide). As a reaction SMILES: [CH2:1]([NH:3][C:4]1[CH:19]=[CH:18][C:7]([NH:8][C:9](=[O:17])[CH2:10][N:11]2[CH2:16][CH2:15][O:14][CH2:13][CH2:12]2)=[CH:6][C:5]=1[N+:20]([O-])=O)[CH3:2].C1(C)C=CC(S([O-])(=O)=O)=CC=1.[CH2:34]([N:41]1[C:45](=[O:46])[C:44](=[C:47]2[N:51]([CH3:52])[C:50]3[CH:53]=[CH:54][CH:55]=[CH:56][C:49]=3[S:48]2)[S:43][CH2+:42]1SC)[C:35]1[CH:40]=[CH:39][CH:38]=[CH:37][CH:36]=1>>[CH2:34]([N:41]1[C:45](=[O:46])[C:44](=[C:47]2[N:51]([CH3:52])[C:50]3[CH:53]=[CH:54][CH:55]=[CH:56][C:49]=3[S:48]2)[S:43][C:42]1=[N:20][C:5]1[CH:6]=[C:7]([NH:8][C:9](=[O:17])[CH2:10][N:11]2[CH2:16][CH2:15][O:14][CH2:13][CH2:12]2)[CH:18]=[CH:19][C:4]=1[NH:3][CH2:1][CH3:2])[C:35]1[CH:36]=[CH:37][CH:38]=[CH:39][CH:40]=1 |f:1.2|. Procedure: In a manner similar to Example 30, intermediate 4′-ethylamino-2-(morpholin-4-yl)-3′-nitroacetanilide was hydrogenated and then condensed with 3-benzyl-5-(3-methyl-3H-benzothiazol-2-ylidene)-2-methylthio-4-oxo-2-thiazolium p-toluenesulfonate to afford the title compound. 1H-NMR (CDC3): δ 8.87 (1H, s), 7.49–7.53 (3H, m), 7.28–7.37 (5H, m), 7.19 (1H, t), 7.12 (1H, dd), 7.04 (1H, d), 6.57 (1H, d), 5.19 (2H, s), 3.79 (8H, br s), 3.16 (2H, s), 3.01 (2H, q), 2.66 (4H, br s), 1.06 (3H, t); MS(ESI): 615(... The reactants are COC=1C=CC2=C(N=C(S2)NC=C(C(=O)OCC)C(=O)OCC)C1 (Diethyl N-(5methoxybenzthiazole-2-yl)-aminomethylene-malonate), II, [OH-].[Na+] (sodium hydroxide). Run in C(C)O (ethanol). Yields the product SC1=C(C=C(C=C1)OC)N1C(NC=C(C1=O)C(=O)O)=O (1-(2-mercapto-5-methoxyphenyl)-5-carboxypyrimidine-2,6-dione). As a reaction SMILES: [CH3:1][O:2][C:3]1[CH:4]=[CH:5][C:6]2[S:10][C:9]([NH:11][CH:12]=[C:13]([C:19]([O:21]CC)=[O:20])[C:14](OCC)=[O:15])=[N:8][C:7]=2[CH:24]=1.[OH-:25].[Na+]>C(O)C>[SH:10][C:6]1[CH:5]=[CH:4][C:3]([O:2][CH3:1])=[CH:24][C:7]=1[N:8]1[C:14](=[O:15])[C:13]([C:19]([OH:21])=[O:20])=[CH:12][NH:11][C:9]1=[O:25] |f:1.2|. Reported procedure: Diethyl N-(5methoxybenzthiazole-2-yl)-aminomethylene-malonate is, as described in Example 1A, Variant II, heated in a mixture of 10% aqueous sodium hydroxide solution and ethanol. Without isolating the 1-(2-mercapto-5-methoxyphenyl)-5-carboxypyrimidine-2,6-dione formed as intermediate, the reaction mixture is strongly acidified, 8-methoxy-1-oxo-1H-pyrimido[6,1-b]benzthiazole-4-carboxylic acid thereby precipitating out. The precipitate is subsequently stirred for about 1 hour in the acidic medium... Starting materials: ClC1=NC(=C2N=CNC2=N1)Cl (2,6-Dichloro-9H-purine), [N+](=O)([O-])C=1C=C(N)C=CC1 (3-nitroaniline). The solvent is C(CCCC)O (1-pentanol), CCOCC (Et2O). Yields the product ClC1=NC(=C2N=CNC2=N1)NC1=CC(=CC=C1)[N+](=O)[O-] ((2-Chloro-9H-purin-6-yl)-(3-nitro-phenyl)-amine). Isolated yield 101.0%. RXN SMILES: [Cl:1][C:2]1[N:10]=[C:9]2[C:5]([N:6]=[CH:7][NH:8]2)=[C:4](Cl)[N:3]=1.[N+:12]([C:15]1[CH:16]=[C:17]([CH:19]=[CH:20][CH:21]=1)[NH2:18])([O-:14])=[O:13]>C(O)CCCC.CCOCC>[Cl:1][C:2]1[N:10]=[C:9]2[C:5]([N:6]=[CH:7][NH:8]2)=[C:4]([NH:18][C:17]2[CH:19]=[CH:20][CH:21]=[C:15]([N+:12]([O-:14])=[O:13])[CH:16]=2)[N:3]=1. Procedure: 2,6-Dichloro-9H-purine (650 mg, 3.44 mmol) and 3-nitroaniline (1.9 g, 13.76 mmol) were stirred in 1-pentanol (5 mL) at 100° C. for 2 h under N2. The mixture was cooled and diluted with Et2O (40 mL). The precipitate was filtered and washed successively on a sinter with Et2O, PriOH, H2O, 10% aq Na2CO3, H2O, PriOH, and Et2O (2×20 mL each). It was then dried in vacuo to afford the title compound as a lemon-yellow powder (1.01 g, quant.). TLC (9:1 CH2Cl2/MeOH): RF=0.35. The reactants are BrC=1C=C(C(=O)NC2=C(C=C(C=C2C)C(C(F)(F)F)(C(C(F)(F)F)(F)F)F)CC)C=CC1N=C1C(=NSS1)Cl (3-bromo-4-{[4-chloro-5H-1,2,3-dithiazol-5-ylidene]amino}-N-[2-ethyl-6-methyl-4-(1,1,1,2,3,3,4,4,4-nonafluorobutan-2-yl)phenyl]benzamide), C(C)(=O)OCC (ethyl acetate). Reagents/catalysts: [Cu]I (copper(I) iodide). Solvent: N1=CC=CC=C1 (pyridine). The product is C(#N)C=1SC2=C(N1)C=CC(=C2)C(=O)NC2=C(C=C(C=C2C)C(C(F)(F)F)(C(C(F)(F)F)(F)F)F)CC (2-cyano-N-[2-ethyl-6-methyl-4-(1,1,1,2,3,3,4,4,4-nonafluorobutan-2-yl)phenyl]-1,3-benzothiazole-6-carboxamide). Yield: 49.6%. RXN SMILES: Br[C:2]1[CH:3]=[C:4]([CH:30]=[CH:31][C:32]=1[N:33]=[C:34]1[S:38]S[N:36]=[C:35]1Cl)[C:5]([NH:7][C:8]1[C:13]([CH3:14])=[CH:12][C:11]([C:15]([F:27])([C:20]([F:26])([F:25])[C:21]([F:24])([F:23])[F:22])[C:16]([F:19])([F:18])[F:17])=[CH:10][C:9]=1[CH2:28][CH3:29])=[O:6].C(OCC)(=O)C>N1C=CC=CC=1.[Cu]I>[C:35]([C:34]1[S:38][C:2]2[CH:3]=[C:4]([C:5]([NH:7][C:8]3[C:13]([CH3:14])=[CH:12][C:11]([C:15]([F:27])([C:20]([F:26])([F:25])[C:21]([F:24])([F:23])[F:22])[C:16]([F:19])([F:18])[F:17])=[CH:10][C:9]=3[CH2:28][CH3:29])=[O:6])[CH:30]=[CH:31][C:32]=2[N:33]=1)#[N:36]. Procedure details: 3-bromo-4-{[4-chloro-5H-1,2,3-dithiazol-5-ylidene]amino}-N-[2-ethyl-6-methyl-4-(1,1,1,2,3,3,4,4,4-nonafluorobutan-2-yl)phenyl]benzamide (0.195 g) and copper(I) iodide (0.057 g) were suspended in pyridine (5 ml), and irradiated(150° C., 20 minutes). After cooling, to the reaction mixture was added ethyl acetate. The mixture was washed with 1N hydrochloric acid and water, and dried over anhydrous magnesium sulfate. The drying agent (anhydrous magnesium sulfate) was removed by filtration and the so...